Dataset: the Open Reaction Database (ORD), a public repository of structured organic reaction records. Task: describe an organic reaction: reactants, conditions, products, and yield The reactants are ( 5 ), IC (Iodomethane), COC=1C=C(C=CC1N1C=NC(=C1)C)NC(=S)N (1-(3-methoxy-4-(4-methyl-1H-imidazol-1-yl)phenyl)thiourea). Run in C(C)O (ethanol). Reaction conditions: temperature 50 celsius. Product: I.N(=C=S)C1=CC(=C(C=C1)N1C=NC(=C1)C)OC (1-(4-isothiocyanato-2-methoxyphenyl)-4-methyl-1H-imidazole hydroiodide). Yield: 33.8%. As a reaction SMILES: [I:1]C.[CH3:3][O:4][C:5]1[CH:6]=[C:7]([NH:17][C:18](N)=[S:19])[CH:8]=[CH:9][C:10]=1[N:11]1[CH:15]=[C:14]([CH3:16])[N:13]=[CH:12]1>C(O)C>[IH:1].[N:17]([C:7]1[CH:8]=[CH:9][C:10]([N:11]2[CH:15]=[C:14]([CH3:16])[N:13]=[CH:12]2)=[C:5]([O:4][CH3:3])[CH:6]=1)=[C:18]=[S:19] |f:3.4|. Procedure details: Step D (5): Iodomethane (0.066 mL, 1.07 mmol) was added to a solution of 1-(3-methoxy-4-(4-methyl-1H-imidazol-1-yl)phenyl)thiourea (280 mg, 1.07 mmol) in absolute ethanol (5 mL). The resulting mixture was heated at 50° C. for 3 h. After cooling to rt, the reaction was concentrated in vacuo. The crude residue was purified using silica gel chromatography (0-10% MeOH/chloroform, linear gradient over 72 min, flow 25 mL/min) to afford 1-(4-isothiocyanato-2-methoxyphenyl)-4-methyl-1H-imidazole hydroio... As a reaction SMILES: [C:19]([CH:20]([CH3:21])[CH3:22])(=[O:23])[Cl:24].[CH3:25][C:26]#[N:27].[H-:17].[Na+:18].[O:1]1[CH2:2][CH:3]([CH2:6][N:7]2[C:8](=[N:13][N+:14](=[O:15])[O-:16])[NH:9][CH2:10][CH2:11][CH2:12]2)[CH2:4][CH2:5]1>>[O:1]1[CH2:2][CH:3]([CH2:6][N:7]2[C:8](=[N:13][N+:14](=[O:15])[O-:16])[N:9]([C:19]([CH:20]([CH3:21])[CH3:22])=[O:23])[CH2:10][CH2:11][CH2:12]2)[CH2:4][CH2:5]1. Reactants: CC(C)C(=O)Cl, CC#N, [H-], [Na+], O=[N+]([O-])N=C1NCCCN1CC1CCOC1. Yields the product CC(C)C(=O)N1CCCN(CC2CCOC2)C1=N[N+](=O)[O-]. Reactants: [Cl-].[NH4+] (ammonium chloride), C(C)OC1=C(C(=CC=C1)F)F (1-Ethoxy-2,3-difluorobenzene), C(C)(CC)[Li] (sec-Butyllithium), O1CCOC12CCC(CC2)=O (1,4-dioxaspiro[4.5]decan-8-one). The solvent is C1CCOC1 (THF), C1CCOC1 (THF). Run at temperature 30 celsius, time 2 hour. The product is FC1=C(C=CC(=C1F)OCC)C1CCC2(OCCO2)CC1 (8-(2,3-difluoro-4-ethoxyphenyl)-1,4-dioxaspiro[4.5]decane). Isolated yield 70.2%. RXN SMILES: [CH2:1]([O:3][C:4]1[CH:9]=[CH:8][CH:7]=[C:6]([F:10])[C:5]=1[F:11])[CH3:2].C([Li])(CC)C.[O:17]1[C:21]2([CH2:26][CH2:25][C:24](=O)[CH2:23][CH2:22]2)[O:20][CH2:19][CH2:18]1.[Cl-].[NH4+]>C1COCC1>[F:10][C:6]1[C:5]([F:11])=[C:4]([O:3][CH2:1][CH3:2])[CH:9]=[CH:8][C:7]=1[CH:24]1[CH2:25][CH2:26][C:21]2([O:20][CH2:19][CH2:18][O:17]2)[CH2:22][CH2:23]1 |f:3.4|. Reported procedure: 1-Ethoxy-2,3-difluorobenzene (s6) (102.8 g) and THF (1,000 ml) were placed in a reaction vessel under an atmosphere of nitrogen, and cooled to −74° C. sec-Butyllithium (1.00M; in n-hexane-cyclohexane; 780 ml) was added dropwise in the temperature range of −74° C. to −70° C., and the stirring was continued for another 2 hours. Then, 1,4-dioxaspiro[4.5]decan-8-one (s7) (101.5 g) in THF (500 ml) solution was added dropwise in the temperature range of −75° C. to −70° C., and the stirring was continu...